Dataset: the Open Reaction Database (ORD), a public repository of structured organic reaction records. Task: describe an organic reaction: reactants, conditions, products, and yield Yield: 62.0%. The product is CC1([C@@H]([C@@H]1\C=C/C(=O)OCCCCC)C(=O)O)C ((1R,cis)2,2-dimethyl-3-[Z-2-(pentyloxycarbonyl)ethenyl]-cyclopropane-carboxylic acid). Run in C(C)(=O)OCC (ethyl acetate), C(C)(=O)OCC (ethyl acetate). RXN SMILES: [CH3:1][C:2]1([CH3:18])[C@@H:4]([C:5]#[C:6][C:7]([O:9][CH2:10][CH2:11][CH2:12][CH2:13][CH3:14])=[O:8])[C@H:3]1[C:15]([OH:17])=[O:16].N1C2C(=CC=CC=2)C=CC=1>C(OCC)(=O)C.[OH-].[Pd+2].[OH-]>[CH3:18][C:2]1([CH3:1])[C@@H:4](/[CH:5]=[CH:6]\[C:7]([O:9][CH2:10][CH2:11][CH2:12][CH2:13][CH3:14])=[O:8])[C@H:3]1[C:15]([OH:17])=[O:16] |f:3.4.5|. Reported procedure: A mixture of 4.8 g of the product of Step B, 50 ml of ethyl acetate, 1 ml of quinoline, 1 g of 10% palladium hydroxide on barium sulfate in 50 ml of ethyl acetate was hydrogenated and the mixture was filtered. The filtrate was washed with N hydrochloric acid, then with water, dried and evaporated to dryness under reduced pressure. The residue was chromatographed over silica gel and was eluted with a 70-30-1 cyclohexane-ethyl acetate-acetic acid mixture to obtain 3 g of (1R,cis)2,2-dimethyl-3-[Z-... The reactants are CC1([C@@H]([C@@H]1C#CC(=O)OCCCCC)C(=O)O)C ((1R,cis)2,2-dimethyl-3-(pentyloxycarbonyl-ethynyl)-cyclopropane-carboxylic acid), N1=CC=CC2=CC=CC=C12 (quinoline). Reagents/catalysts: [OH-].[Pd+2].[OH-] (palladium hydroxide). Isolated yield 98.0%. Starting materials: ClC1=NC2=C(C=N1)SC=C2 (chlorothienopyrimidine), CCN(C(C)C)C(C)C (DIEA), CC#N (MeCN), C(=O)(OC(C)(C)C)N1CCNCC1 (Boc-piperazine). Product: CC1=CC=2C(=NC=NC2S1)N1CCN(CC1)C(=O)OC(C)(C)C (tert-butyl 4-(6-methylthiopheno[3,2-e]pyrimidin-4-yl)piperazinecarboxylate). Procedure: The title compound was obtained by mixing the material from step 3 (500 mg, 2.71 mmol) in MeCN (11 mL) at rt under argon with DIEA (1.9 mL, 11 mmol). To this solution was then added Boc-piperazine (553 mgs, 3.0 mmol). The mixture was then warmed to 80–85° C. for 1.5 hrs (followed by analytical RP-HPLC). The solvent was evaporated under reduced pressure and water (30 mL) was added. The water was washed with DCM (3-×15 mL), and the DCM was dried with MgSO4, filtered, and removed in vacuuo to affor... Reaction SMILES: ClC1N=[CH:6][C:5]2[S:8][CH:9]=[CH:10][C:4]=2N=1.C[CH2:12][N:13]([CH:17](C)C)C(C)C.[C:20]([N:27]1[CH2:32][CH2:31][NH:30][CH2:29][CH2:28]1)([O:22][C:23]([CH3:26])([CH3:25])[CH3:24])=[O:21].CC#[N:35]>>[CH3:6][C:5]1[S:8][C:9]2[N:35]=[CH:12][N:13]=[C:17]([N:30]3[CH2:29][CH2:28][N:27]([C:20]([O:22][C:23]([CH3:26])([CH3:25])[CH3:24])=[O:21])[CH2:32][CH2:31]3)[C:10]=2[CH:4]=1. Starting materials: [Al+3], [Cl-], [Cl-], [Cl-], ClCCCl, O=S(=O)(Cl)Cl, N#Cc1ccc2c(c1)Nc1ccccc1S2. The product is N#Cc1ccc2c(c1)Nc1ccc(Cl)cc1S2. As a reaction SMILES: [Al+3:2].[Cl-:1].[Cl-:3].[Cl-:4].[Cl:26][CH2:27][CH2:28][Cl:29].[S:5]([Cl:6])([Cl:7])(=[O:8])=[O:9].[cH:10]1[c:11]([C:24]#[N:25])[cH:12][cH:13][c:14]2[c:23]1[NH:22][c:21]1[c:16]([cH:17][cH:18][cH:19][cH:20]1)[S:15]2>>[Cl:1][c:18]1[cH:17][c:16]2[c:21]([cH:20][cH:19]1)[NH:22][c:23]1[cH:10][c:11]([C:24]#[N:25])[cH:12][cH:13][c:14]1[S:15]2. The reactants are CS(=O)(=O)C1=NC=C(C=N1)C#CC1=CC=CC=C1 (2-methanesulfonyl-5-phenylethynyl-pyrimidine), C1(CCC(CC1)O)O (cyclohexane-1,4-diol). Product: C1(=CC=CC=C1)C#CC=1C=NC(=NC1)OC1CCC(CC1)O (rac-4-(5-Phenylethynyl-pyrimidin-2-yloxy)-cyclohexanol). Reaction SMILES: CS([C:5]1[N:10]=[CH:9][C:8]([C:11]#[C:12][C:13]2[CH:18]=[CH:17][CH:16]=[CH:15][CH:14]=2)=[CH:7][N:6]=1)(=O)=O.[CH:19]1([OH:26])[CH2:24][CH2:23][CH:22]([OH:25])[CH2:21][CH2:20]1>>[C:13]1([C:12]#[C:11][C:8]2[CH:7]=[N:6][C:5]([O:25][CH:22]3[CH2:23][CH2:24][CH:19]([OH:26])[CH2:20][CH2:21]3)=[N:10][CH:9]=2)[CH:18]=[CH:17][CH:16]=[CH:15][CH:14]=1. Reported procedure: The title compound, yellow solid, MS: m/e=295.3 (M+H+), can be prepared in accordance with the general method of example 1, step 3 from 2-methanesulfonyl-5-phenylethynyl-pyrimidine (example 1, step 2) and cyclohexane-1,4-diol by using Cs2CO3 as base and dioxane as solvent for 16 hours at 100° C.